From a dataset of the Open Reaction Database (ORD), a public repository of structured organic reaction records. describe an organic reaction: reactants, conditions, products, and yield Reactants: O (water), BrC1=CC=C(CBr)C=C1 (4-Bromobenzylbromide), OC1CCNCC1 (4-hydroxypiperidine), C([O-])([O-])=O.[K+].[K+] (potassium carbonate). The solvent is CC(=O)N(C)C (dimethylacetamide). Product: BrC1=CC=C(CN2CCC(CC2)O)C=C1 (1-(4-Bromobenzyl)piperidin-4-ol). Isolated yield 62.5%. As a reaction SMILES: [Br:1][C:2]1[CH:9]=[CH:8][C:5]([CH2:6]Br)=[CH:4][CH:3]=1.[OH:10][CH:11]1[CH2:16][CH2:15][NH:14][CH2:13][CH2:12]1.C(=O)([O-])[O-].[K+].[K+].O>CC(N(C)C)=O>[Br:1][C:2]1[CH:9]=[CH:8][C:5]([CH2:6][N:14]2[CH2:15][CH2:16][CH:11]([OH:10])[CH2:12][CH2:13]2)=[CH:4][CH:3]=1 |f:2.3.4|. Reported procedure: 4-Bromobenzylbromide (3 g) was stirred with 4-hydroxypiperidine (1.21 g) and potassium carbonate (1.99 g) in dimethylacetamide (15 ml) at 50° C. for 3 h. The reaction mixture was then allowed to cool, poured into water (80 ml) and extracted with ethyl acetate (3×50 ml). The combined extracts were washed with water, dried (MgSO4), filtered and evaporated. The residue was purified by column chromatography, eluting with a gradient of 0–3% methanol in dichloromethane, to afford the product as a visc... Starting materials: C(C)(C)C1=CC=C(C=C1)CC(=O)O (4-isopropylphenylacetic acid), C(Cl)(Cl)Cl (CHCl3). Yields the product C(C)(C)C1=CC=C(C=C1)CC(=O)OC (Methyl 4-isopropylphenylacetate). As a reaction SMILES: [CH:1]([C:4]1[CH:9]=[CH:8][C:7]([CH2:10][C:11]([OH:13])=[O:12])=[CH:6][CH:5]=1)([CH3:3])[CH3:2].[CH:14](Cl)(Cl)Cl>>[CH:1]([C:4]1[CH:9]=[CH:8][C:7]([CH2:10][C:11]([O:13][CH3:14])=[O:12])=[CH:6][CH:5]=1)([CH3:3])[CH3:2]. Reported procedure: Prepared from 4-isopropylphenylacetic acid (Lancaster) by the method described in Example 34a). νmax (CHCl3)/cm-1 1735. δH (250 MHz, CDCl3), 1.24 (6H, d, J 6.96), 2.90 (1H, heptet, J 6.93), 3.60 (2H, s), 3.69 (3H, s), 7.16-7.24 (5H, m).